This data is from the Open Reaction Database (ORD), a public repository of structured organic reaction records. The task is: describe an organic reaction: reactants, conditions, products, and yield Starting materials: OC1CN(CCC1)C1=CC=C2C=C(NC(C2=C1)=O)C1=C(C=C(C=C1)OC)C (7-(3-hydroxypiperidin-1-yl)-3-(4-methoxy-2-methylphenyl)-2H-isoquinolin-1-one), ClCCl.B(Br)(Br)Br (boron tribromide dichloromethane), C([O-])(O)=O.[Na+] (sodium bicarbonate). Run in ClCCl (dichloromethane). Run at time 30 minute. The product is OC1=CC(=C(C=C1)C=1NC(C2=CC(=CC=C2C1)N1CC(CCC1)O)=O)C (3-(4-hydroxy-2-methylphenyl)-7-(3-hydroxypiperidin-1-yl)-2H-isoquinolin-1-one). The yield is 61.2%. As a reaction SMILES: ClCCl.B(Br)(Br)Br.[OH:8][CH:9]1[CH2:14][CH2:13][CH2:12][N:11]([C:15]2[CH:24]=[C:23]3[C:18]([CH:19]=[C:20]([C:26]4[CH:31]=[CH:30][C:29]([O:32]C)=[CH:28][C:27]=4[CH3:34])[NH:21][C:22]3=[O:25])=[CH:17][CH:16]=2)[CH2:10]1.C(=O)(O)[O-].[Na+]>ClCCl>[OH:32][C:29]1[CH:30]=[CH:31][C:26]([C:20]2[NH:21][C:22](=[O:25])[C:23]3[C:18]([CH:19]=2)=[CH:17][CH:16]=[C:15]([N:11]2[CH2:12][CH2:13][CH2:14][CH:9]([OH:8])[CH2:10]2)[CH:24]=3)=[C:27]([CH3:34])[CH:28]=1 |f:0.1,3.4|. Procedure: 0.070 ml (0.070 mmol) of a 1 M boron tribromide dichloromethane solution was added at 0° C. to a dichloromethane solution (0.5 ml) containing 17 mg (0.0466 mmol) of the 7-(3-hydroxypiperidin-1-yl)-3-(4-methoxy-2-methylphenyl)-2H-isoquinolin-1-one obtained in Example 90. The obtained mixture was stirred at the same above temperature for 30 minutes. Thereafter, a saturated sodium bicarbonate aqueous solution was added to the reaction solution, and the mixture was then extracted with dichloromethan... Reactants: COC=1C=C2CCC(=CC2=CC1OC)C(=O)NC1=C(C(=O)OC)C=CC=C1 (methyl 2-(6,7-dimethoxy-3,4-dihydronaphthalene-2-carboxamido)benzoate), [OH-].[Na+] (NaOH). Solvent: CO (MeOH), C1CCOC1 (THF). Conditions: time 2 hour. Product: COC=1C=C2C=C(CCC2=CC1OC)C(=O)NC1=C(C(=O)O)C=CC=C1 (2-(6,7-dimethoxy-1,2-dihydronaphthalene-3-carboxamido)benzoic acid). Yield: 82.5%. Reaction SMILES: [CH3:1][O:2][C:3]1[CH:4]=[C:5]2[C:10](=[CH:11][C:12]=1[O:13][CH3:14])[CH:9]=[C:8]([C:15]([NH:17][C:18]1[CH:27]=[CH:26][CH:25]=[CH:24][C:19]=1[C:20]([O:22]C)=[O:21])=[O:16])[CH2:7][CH2:6]2.[OH-].[Na+]>CO.C1COCC1>[CH3:14][O:13][C:12]1[CH:11]=[C:10]2[C:5](=[CH:4][C:3]=1[O:2][CH3:1])[CH2:6][CH2:7][C:8]([C:15]([NH:17][C:18]1[CH:27]=[CH:26][CH:25]=[CH:24][C:19]=1[C:20]([OH:22])=[O:21])=[O:16])=[CH:9]2 |f:1.2|. Procedure details: To a stirred solution of methyl 2-(6,7-dimethoxy-3,4-dihydronaphthalene-2-carboxamido)benzoate (440 mg, 1.2 mmol) in MeOH (6 mL) and THF (3 mL) was added 2N NaOH (3 mL) dropwise at room temperature. The resulting solution was stirred at room temperature for 2 hours, then quenched with 1N HCl and diluted with water. The resulting suspension was filtered and the solid was dried under vacuum to give 2-(6,7-dimethoxy-1,2-dihydronaphthalene-3-carboxamido)benzoic acid (350 mg, 83%). 1H-NMR (400 MHz, D... Starting materials: FC(F)(F)[Si](C)(C)C (trifluoromethyltrimethylsilane), O.O.O.[F-].C(CCC)[N+](CCCC)(CCCC)CCCC (tetrabutylammonium fluoride trihydrate), C([O-])(O)=O.[Na+] (sodium bicarbonate), Cl (hydrochloric acid). Run in O1CCCC1 (tetrahydrofuran). Conditions: time 1 hour. Product: FC(C(O)C1=CC=NC=C1)(F)F (2,2,2-trifluoro-1-pyridin-4-yl-ethanol). As a reaction SMILES: [F:1][C:2]([Si](C)(C)C)([F:4])[F:3].O.O.O.[F-].C([N+:17]([CH2:26][CH2:27][CH2:28][CH3:29])([CH2:22][CH2:23]CC)CCCC)CCC.Cl.C(=O)(O)[O-:32].[Na+]>O1CCCC1>[F:1][C:2]([F:4])([F:3])[CH:29]([C:28]1[CH:23]=[CH:22][N:17]=[CH:26][CH:27]=1)[OH:32] |f:1.2.3.4.5,7.8|. Procedure: To 60 ml of tetrahydrofuran were added 4.98 ml of trifluoromethyltrimethylsilane and 3 g of isonicotinealdehyde, and 0.09 g of tetrabutylammonium fluoride trihydrate was added at 0° C., and the mixture was stirred for 1 hour. Thereafter, 10% hydrochloric acid was added at 0° C., and the mixture was stirred for 3 hours, and poured into an aqueous saturated sodium bicarbonate solution. After extraction with ethyl acetate three times, the organic layers were combined, washed with an aqueous saturat... The reactants are CC(C)(C)OC(=O)N1CCC(n2ncc3c(Cl)ncnc32)CC1, CN(C)C=O, CC(=O)c1ccc(O)cc1. The product is CC(=O)c1ccc(Oc2ncnc3c2cnn3C2CCN(C(=O)OC(C)(C)C)CC2)cc1. Reaction SMILES: [C:1]([CH3:2])([CH3:3])([CH3:4])[O:5][C:6](=[O:7])[N:8]1[CH2:9][CH2:10][CH:11]([n:14]2[n:15][cH:16][c:17]3[c:18]2[n:19][cH:20][n:21][c:22]3[Cl:23])[CH2:12][CH2:13]1.[CH3:34][N:35]([CH3:36])[CH:37]=[O:38].[OH:24][c:25]1[cH:26][cH:27][c:28]([C:31]([CH3:32])=[O:33])[cH:29][cH:30]1>>[C:1]([CH3:2])([CH3:3])([CH3:4])[O:5][C:6](=[O:7])[N:8]1[CH2:9][CH2:10][CH:11]([n:14]2[n:15][cH:16][c:17]3[c:18]2[n:19][cH:20][n:21][c:22]3[O:24][c:25]2[cH:26][cH:27][c:28]([C:31]([CH3:32])=[O:33])[cH:29][cH:30]2)[CH2:12][CH2:13]1. Reactants: C1COCCO1, CO, Cl, CC(C)(C)OC(=O)NCc1ncccc1CNC(=O)c1ccc(-c2cn[nH]c2)nc1NCCc1cccc(F)c1. Product: NCc1ncccc1CNC(=O)c1ccc(-c2cn[nH]c2)nc1NCCc1cccc(F)c1. RXN SMILES: [CH2:44]1[O:45][CH2:46][CH2:47][O:48][CH2:49]1.[CH3:42][OH:43].[ClH:41].[F:1][c:2]1[cH:3][c:4]([CH2:5][CH2:6][NH:7][c:8]2[c:9]([C:10](=[O:11])[NH:12][CH2:13][c:14]3[c:15]([CH2:20][NH:21][C:22](=[O:23])[O:24][C:25]([CH3:26])([CH3:27])[CH3:28])[n:16][cH:17][cH:18][cH:19]3)[cH:29][cH:30][c:31](-[c:33]3[cH:34][n:35][nH:36][cH:37]3)[n:32]2)[cH:38][cH:39][cH:40]1>>[F:1][c:2]1[cH:3][c:4]([CH2:5][CH2:6][NH:7][c:8]2[c:9]([C:10](=[O:11])[NH:12][CH2:13][c:14]3[c:15]([CH2:20][NH2:21])[n:16][cH:17][cH:18][cH:19]3)[cH:29][cH:30][c:31](-[c:33]3[cH:34][n:35][nH:36][cH:37]3)[n:32]2)[cH:38][cH:39][cH:40]1. Reactants: OC1=C(C(=CC(=C1[C@H]1[C@@H](N(CC1)C)CO)OC)OC)C(C)=O ((±)-trans-1-[2-Hydroxy-3-(2-hydroxymethyl-1-methyl-pyrrolidin-3-yl)-4,6-dimethoxy-phenyl]-ethanone), COC(C1=C(C=CC(=C1)N(C)C)Cl)=O (methyl-2 chloro-5-dimethylaminobenzoate), [H-].[Na+] (NaH). Solvent: CN(C)C=O (DMF). Product: ClC1=C(C=C(C=C1)N(C)C)C=1OC2=C(C(=CC(=C2C(C1)=O)OC)OC)[C@H]1[C@@H](N(CC1)C)CO ((±)-trans-2-(2-Chloro-5-dimethylamino-phenyl)-8-(2-hydroxymethyl-1-methyl-pyrrolidin-3-yl)-5,7-dimethoxy-chromen-4-one). RXN SMILES: [OH:1][C:2]1[C:7]([C@@H:8]2[CH2:12][CH2:11][N:10]([CH3:13])[C@H:9]2[CH2:14][OH:15])=[C:6]([O:16][CH3:17])[CH:5]=[C:4]([O:18][CH3:19])[C:3]=1[C:20](=[O:22])[CH3:21].CO[C:25](=O)[C:26]1[CH:31]=[C:30]([N:32]([CH3:34])[CH3:33])[CH:29]=[CH:28][C:27]=1[Cl:35].[H-].[Na+]>CN(C=O)C>[Cl:35][C:27]1[CH:28]=[CH:29][C:30]([N:32]([CH3:34])[CH3:33])=[CH:31][C:26]=1[C:25]1[O:1][C:2]2[C:3]([C:20](=[O:22])[CH:21]=1)=[C:4]([O:18][CH3:19])[CH:5]=[C:6]([O:16][CH3:17])[C:7]=2[C@@H:8]1[CH2:12][CH2:11][N:10]([CH3:13])[C@H:9]1[CH2:14][OH:15] |f:2.3|. Reported procedure: Compound of example 6 (0.8 g, 2.58 mmol) in dry DMF (15 mL) was reacted with methyl-2 chloro-5-dimethylaminobenzoate (1.65 g, 7.7 mmol) in the presence of NaH (50%, 0.62 g, 12.9 mmol) as described in example 16 to obtain the title compound. Reactants: CCOC(=O)C(C)=Cc1cc(C2CCCCC2)n(-c2ccc(OCc3ccccc3)cc2)n1, ClCCl. Yields the product CCOC(=O)C(C)=Cc1cc(C2CCCCC2)n(-c2ccc(O)cc2)n1. RXN SMILES: [CH2:1]([c:2]1[cH:3][cH:4][cH:5][cH:6][cH:7]1)[O:8][c:9]1[cH:10][cH:11][c:12](-[n:15]2[n:16][c:17]([CH:26]=[C:27]([C:28](=[O:29])[O:30][CH2:31][CH3:32])[CH3:33])[cH:18][c:19]2[CH:20]2[CH2:21][CH2:22][CH2:23][CH2:24][CH2:25]2)[cH:13][cH:14]1.[Cl:34][CH2:35][Cl:36]>>[OH:8][c:9]1[cH:10][cH:11][c:12](-[n:15]2[n:16][c:17]([CH:26]=[C:27]([C:28](=[O:29])[O:30][CH2:31][CH3:32])[CH3:33])[cH:18][c:19]2[CH:20]2[CH2:21][CH2:22][CH2:23][CH2:24][CH2:25]2)[cH:13][cH:14]1. The reactants are C(C)(C)(C)OC(=O)N[C@H](C(=O)O)CC=1C=NC=CC1 ((S)-2-tert-butoxycarbonylamino-3-pyridin-3-ylpropionic acid), Cl.CNC (dimethylamine hydrochloride), CCN(C(C)C)C(C)C (DIPEA), CN(C)C(=[N+](C)C)ON1C2=C(C=CC=C2)N=N1.[B-](F)(F)(F)F (TBTU). Run in CN(C)C=O (DMF). Conditions: time 16 hour. Product: Cl.N[C@H](C(=O)N(C)C)CC=1C=NC=CC1 ((S)-2-Amino-N,N-dimethyl-3-pyridin-3-ylpropionamide hydrochloride). RXN SMILES: C(OC([NH:8][C@@H:9]([CH2:13][C:14]1[CH:15]=[N:16][CH:17]=[CH:18][CH:19]=1)[C:10]([OH:12])=O)=O)(C)(C)C.[ClH:20].[CH3:21][NH:22][CH3:23].CCN(C(C)C)C(C)C.CN(C(ON1N=NC2C=CC=CC1=2)=[N+](C)C)C.[B-](F)(F)(F)F>CN(C=O)C>[ClH:20].[NH2:8][C@@H:9]([CH2:13][C:14]1[CH:15]=[N:16][CH:17]=[CH:18][CH:19]=1)[C:10]([N:22]([CH3:23])[CH3:21])=[O:12] |f:1.2,4.5,7.8|. Reported procedure: To a solution of (S)-2-tert-butoxycarbonylamino-3-pyridin-3-ylpropionic acid (500 mg, 1.88 mmol) in DMF (10 mL) was added dimethylamine hydrochloride (153 mg, 1.88 mmol), DIPEA (1.2 mL, 6.57 mmol) and TBTU (602 mg, 1.88 mol). The reaction mixture was stirred at rt for 16 h. The solvent was removed in vacuo and the residue dissolved in methanol (20 mL). To this was added 4M hydrochloric acid in dioxane (20 mL) and the reaction was stirred for 16 h at rt. The solvent was removed in vacuo and the r... Reactants: COC(CNC1=CC(=C(C=C1)F)C)=O (N-(4-Fluoro-3-methylphenyl)glycine methyl ester), COC(CNC1=CC(=C(C=C1)F)C)=O (N-(4-Fluoro-3-methylphenyl)glycine methyl ester), N(=O)[O-].[Na+] (sodium nitrite). Reagents/catalysts: [Zn] (Zinc). Solvent: C(C)(=O)O (acetic acid), O (water), O (water), O (water). Conditions: time 1 hour. Product: FC1=C(C=C(C=C1)N(N)CC(=O)OC)C (Methyl [1-[4-fluoro-3-methylphenyl]hydrazino]acetate). Yield: 17.4%. As a reaction SMILES: [CH3:1][O:2][C:3](=[O:14])[CH2:4][NH:5][C:6]1[CH:11]=[CH:10][C:9]([F:12])=[C:8]([CH3:13])[CH:7]=1.[N:15]([O-])=O.[Na+]>C(O)(=O)C.O.[Zn]>[F:12][C:9]1[CH:10]=[CH:11][C:6]([N:5]([CH2:4][C:3]([O:2][CH3:1])=[O:14])[NH2:15])=[CH:7][C:8]=1[CH3:13] |f:1.2|. Procedure: N-(4-Fluoro-3-methylphenyl)glycine methyl ester (Intermediate 63, 7.5 g, 0.038 mol) was dissolved in a mixture of glacial acetic acid (60 ml) and water (8 ml) and the solution was cooled to ~5° C. To this was added a solution of sodium nitrite (4.3 g, 0.063 mol) in water (15 ml) at the same low temperature over 20 minutes. Stirring was continued for 1 hour and the temperature was then lowered to between -10° and 0° C. Zinc dust (15.3 g, 0.234 mol) was added at the maintained low temperature and ... Reactants: CC(C)(C(CC(C(C)(C)C)=O)=O)C (2,2,6,6-tetramethyl-3,5-heptanedione), FC=1C=C(C=CC1O)NC(CC(=O)NC1=CC=C(C=C1)F)=O (N1-(3-Fluoro-4-hydroxyphenyl)-N3-(4-fluorophenyl)malonamide), ClC=1C2=C(N=CN1)C=CS2 (4-chlorothieno[3,2-d]pyrimidine), C([O-])([O-])=O.[Cs+].[Cs+] (cesium carbonate). The reagents and catalysts are [Cu]Cl (copper(I) chloride). Run at temperature 120 celsius, time 2 hour. Product: FC=1C=C(C=CC1OC=1C2=C(N=CN1)C=CS2)NC(CC(=O)NC2=CC=C(C=C2)F)=O (N1-(3-Fluoro-4-(thieno[3,2-d]pyrimidin-4-yloxy)phenyl)-N3-(4-fluorophenyl)malonamide). RXN SMILES: [F:1][C:2]1[CH:3]=[C:4]([NH:9][C:10](=[O:22])[CH2:11][C:12]([NH:14][C:15]2[CH:20]=[CH:19][C:18]([F:21])=[CH:17][CH:16]=2)=[O:13])[CH:5]=[CH:6][C:7]=1[OH:8].Cl[C:24]1[C:25]2[S:32][CH:31]=[CH:30][C:26]=2[N:27]=[CH:28][N:29]=1.C(=O)([O-])[O-].[Cs+].[Cs+].CC(C)(C(=O)CC(=O)C(C)(C)C)C>[Cu]Cl>[F:1][C:2]1[CH:3]=[C:4]([NH:9][C:10](=[O:22])[CH2:11][C:12]([NH:14][C:15]2[CH:20]=[CH:19][C:18]([F:21])=[CH:17][CH:16]=2)=[O:13])[CH:5]=[CH:6][C:7]=1[O:8][C:24]1[C:25]2[S:32][CH:31]=[CH:30][C:26]=2[N:27]=[CH:28][N:29]=1 |f:2.3.4|. Reported procedure: N1-(3-Fluoro-4-hydroxyphenyl)-N3-(4-fluorophenyl)malonamide (46 mg, 0.15 mmol), 4-chlorothieno[3,2-d]pyrimidine (17 mg, 0.10 mmol), cesium carbonate (49 mg, 0.15 mmol), and copper(I) chloride (10 mg, 0.10 mmol) were placed in a test tube. The tube was sealed, flushed with nitrogen, charged with 1-methyl-2-pyrrolidinone (0.3 mL) followed by 2,2,6,6-tetramethyl-3,5-heptanedione (4.0 μL, 0.02 mmol). The reaction was stirred at 120° C. for 2 h. The reaction mixture was purified by preparative HPLC. ...